This data is from the Open Reaction Database (ORD), a public repository of structured organic reaction records. The task is: describe an organic reaction: reactants, conditions, products, and yield Starting materials: ClCCl, CN1Cc2c(CO)ncn2-c2ccccc2C1=O. Product: CN1Cc2c(C=O)ncn2-c2ccccc2C1=O. Reaction SMILES: [CH2:19]([Cl:20])[Cl:21].[OH:1][CH2:2][c:3]1[n:4][cH:5][n:6]2[c:7]1[CH2:8][N:9]([CH3:18])[C:10](=[O:17])[c:11]1[c:12]-2[cH:13][cH:14][cH:15][cH:16]1>>[O:1]=[CH:2][c:3]1[n:4][cH:5][n:6]2[c:7]1[CH2:8][N:9]([CH3:18])[C:10](=[O:17])[c:11]1[c:12]-2[cH:13][cH:14][cH:15][cH:16]1. The reactants are CCOC(=O)CCCCC(CO)CCc1ccc(C#N)cc1, ClCCl, O=[Cr](=O)([O-])Cl, c1cc[nH+]cc1. Product: CCOC(=O)CCCCC(C=O)CCc1ccc(C#N)cc1. Reaction SMILES: [C:1](#[N:2])[c:3]1[cH:4][cH:5][c:6]([CH2:9][CH2:10][CH:11]([CH2:12][CH2:13][CH2:14][CH2:15][C:16](=[O:17])[O:18][CH2:19][CH3:20])[CH2:21][OH:22])[cH:7][cH:8]1.[Cl:34][CH2:35][Cl:36].[O:23]=[Cr:24]([Cl:25])([O-:26])=[O:27].[nH+:28]1[cH:29][cH:30][cH:31][cH:32][cH:33]1>>[C:1](#[N:2])[c:3]1[cH:4][cH:5][c:6]([CH2:9][CH2:10][CH:11]([CH2:12][CH2:13][CH2:14][CH2:15][C:16](=[O:17])[O:18][CH2:19][CH3:20])[CH:21]=[O:22])[cH:7][cH:8]1. Starting materials: CCCCOC(=O)c1ccc2c(c1)CCC1C2CCC2(C)C1C(CCCC(=O)N1CCOCC1)CC2(F)F, CO, [Li+], [OH-], O. The product is CC12CCC3c4ccc(C(=O)O)cc4CCC3C1C(CCCC(=O)N1CCOCC1)CC2(F)F. Reaction SMILES: [CH2:1]([CH2:2][CH2:3][CH3:4])[O:5][C:6](=[O:7])[c:8]1[cH:9][c:10]2[c:23]([cH:24][cH:25]1)[CH:22]1[CH:13]([CH2:12][CH2:11]2)[CH:14]2[CH:15]([CH2:28][CH2:29][CH2:30][C:31](=[O:32])[N:33]3[CH2:34][CH2:35][O:36][CH2:37][CH2:38]3)[CH2:16][C:17]([F:26])([F:27])[C:18]2([CH3:19])[CH2:20][CH2:21]1.[CH3:41][OH:42].[Li+:40].[OH-:39].[OH2:43]>>[O:5]=[C:6]([OH:7])[c:8]1[cH:9][c:10]2[c:23]([cH:24][cH:25]1)[CH:22]1[CH:13]([CH2:12][CH2:11]2)[CH:14]2[CH:15]([CH2:28][CH2:29][CH2:30][C:31](=[O:32])[N:33]3[CH2:34][CH2:35][O:36][CH2:37][CH2:38]3)[CH2:16][C:17]([F:26])([F:27])[C:18]2([CH3:19])[CH2:20][CH2:21]1. Reactants: Grignard reagent, BrC1=NC=C(C=C1)Br (2,5-dibromopyridine), tetrakistriphenylphosphin, ( 0 ), Pd(TPP)4, [Mg] (magnesium), C(CCCCCCC)C1=CC=C(C=C1)Br (4-octyl-1-bromobenzene). Run in O1CCCC1 (tetrahydrofuran). Yields the product Grignard reagent, BrC=1C=CC(=NC1)C1=CC=C(C=C1)CCCCCCCC (5-bromo-2-(4-octylphenyl)pyridine). Isolated yield 108.8%. RXN SMILES: [Mg].[CH2:2]([C:10]1[CH:15]=[CH:14][C:13](Br)=[CH:12][CH:11]=1)[CH2:3][CH2:4][CH2:5][CH2:6][CH2:7][CH2:8][CH3:9].Br[C:18]1[CH:23]=[CH:22][C:21]([Br:24])=[CH:20][N:19]=1>O1CCCC1>[Br:24][C:21]1[CH:22]=[CH:23][C:18]([C:13]2[CH:14]=[CH:15][C:10]([CH2:2][CH2:3][CH2:4][CH2:5][CH2:6][CH2:7][CH2:8][CH3:9])=[CH:11][CH:12]=2)=[N:19][CH:20]=1. Reported procedure: A Grignard reagent was prepared from magnesium (2.3 g) and 4-octyl-1-bromobenzene (25 g) dissolved in dry tetrahydrofuran (hereinafter abbreviated to THF, 200 ml). To this Grignard reagent were added 2,5-dibromopyridine (23 g) and tetrakistriphenylphosphin paradiun (0) complex (hereinafter abbreviated to Pd(TPP)4, 0.57 g). The reaction mixture was heated to keep refluxing for about 2 hours. After cooling the mixture, organic matter was extracted from the mixture with ether, followed by sequentia... Reaction SMILES: CN(C)C(N1CC=C(C2NC3N=CN=C(C4C=CC=C(NC(=O)C5C=CC(C(O)(C)C)=CC=5F)C=4C(C4C=CC=CC=4)(C4C=CC=CC=4)O[SiH2]C(C)(C)C)C=3C=2)CC1)=O.[C:60]([O:64][C:65]([N:67]1[CH2:72][CH:71]=[C:70]([C:73]2[NH:90][C:76]3[N:77]=[CH:78][N:79]=[C:80]([C:81]4[CH:86]=[C:85]([F:87])[CH:84]=[C:83]([NH2:88])[C:82]=4[CH3:89])[C:75]=3[CH:74]=2)[CH2:69][CH2:68]1)=[O:66])([CH3:63])([CH3:62])[CH3:61].FC1C=C(C(O)(C)C)C=CC=1C(O)=O.[F:105][S:106]([F:119])([F:118])([F:117])([F:116])[C:107]1[CH:115]=[CH:114][C:110]([C:111](O)=[O:112])=[CH:109][CH:108]=1>>[C:60]([O:64][C:65]([N:67]1[CH2:68][CH:69]=[C:70]([C:73]2[NH:90][C:76]3[N:77]=[CH:78][N:79]=[C:80]([C:81]4[CH:86]=[C:85]([F:87])[CH:84]=[C:83]([NH:88][C:111](=[O:112])[C:110]5[CH:114]=[CH:115][C:107]([S:106]([F:119])([F:105])([F:116])([F:117])[F:118])=[CH:108][CH:109]=5)[C:82]=4[CH3:89])[C:75]=3[CH:74]=2)[CH2:71][CH2:72]1)=[O:66])([CH3:63])([CH3:62])[CH3:61]. Yields the product C(C)(C)(C)OC(=O)N1CCC(=CC1)C1=CC2=C(N=CN=C2C2=C(C(=CC(=C2)F)NC(C2=CC=C(C=C2)S(F)(F)(F)(F)F)=O)C)N1 (4-(4-{5-Fluoro-2-methyl-3-[4-(pentafluoro-sulfanyl)-benzoylamino]-phenyl}-7H-pyrrolo[2,3-d]pyrimidin-6-yl)-3,6-dihydro-2H-pyridine-1-carboxylic acid tert-butyl ester). Starting materials: CN(C(=O)N1CCC(=CC1)C1=CC2=C(N=CN=C2C2=C(C(=CC=C2)NC(C2=C(C=C(C=C2)C(C)(C)O)F)=O)C(O[SiH2]C(C)(C)C)(C2=CC=CC=C2)C2=CC=CC=C2)N1)C (4-(4-{2-(tert-Butyl-diphenyl-silanyloxymethyl)-3-[2-fluoro-4-(1-hydroxy-1-methyl-ethyl)-benzoylamino]-phenyl}-7H-pyrrolo[2,3-d]pyrimidin-6-yl)-3,6-dihydro-2H-pyridine-1-carboxylic acid dimethylamide), FS(C1=CC=C(C(=O)O)C=C1)(F)(F)(F)F (4-(pentafluoro-sulfanyl)-benzoic acid), C(C)(C)(C)OC(=O)N1CCC(=CC1)C1=CC2=C(N=CN=C2C2=C(C(=CC(=C2)F)N)C)N1 (4-[4-(3-Amino-5-fluoro-2-methyl-phenyl)-7H-pyrrolo[2,3-d]pyrimidin-6-yl]-3,6-dihydro-2H-pyridine-1-carboxylic acid tert-butyl ester), FC1=C(C(=O)O)C=CC(=C1)C(C)(C)O (2-Fluoro-4-(1-hydroxy-1-methyl-ethyl)-benzoic acid). Reported procedure: Intermediate 23 was prepared analogue to Intermediate 9 by replacing Intermediate 7 with Intermediate 20 and Intermediate 8 with 4-(pentafluoro-sulfanyl)-benzoic acid.